This data is from the Open Reaction Database (ORD), a public repository of structured organic reaction records. The task is: describe an organic reaction: reactants, conditions, products, and yield Starting materials: OC1=C(C=C2CCN(C(C2=C1)CC1=CC(=C(C=C1)OC)O)CC=C(C)C)OC ((-)-7-Hydroxy-1-(3-hydroxy-4-methoxybenzyl)-6-methoxy-2-(3-methylbut-2-enyl)-1,2,3,4-tetrahydroisoquinoline), FC(C(=O)O)(F)F (trifluoroacetic acid). The reagents and catalysts are O=[V].Cl.Cl.Cl (vanadium oxytrichloride). The solvent is C(Cl)Cl (methylene chloride). Product: OC1=C(C=C2CCN(C3CC4=C(C1=C23)C=C(C(=C4)O)OC)CC(=CC)C)OC ((+)-5,6,6a,7-tetrahydro-1,9-dihydroxy-2,10-dimethoxy-6-(2-methylbut-2-enyl)-4H-dibenzo(de,g)quinoline). As a reaction SMILES: [OH:1][C:2]1[CH:11]=[C:10]2[C:5]([CH2:6][CH2:7][N:8]([CH2:22][CH:23]=[C:24](C)[CH3:25])[CH:9]2[CH2:12][C:13]2[CH:18]=[CH:17][C:16]([O:19][CH3:20])=[C:15]([OH:21])[CH:14]=2)=[CH:4][C:3]=1[O:27][CH3:28].F[C:30](F)(F)C(O)=O>O=[V].Cl.Cl.Cl.C(Cl)Cl>[OH:1][C:2]1[C:11]2=[C:10]3[CH:9]([CH2:12][C:13]4[CH:14]=[C:15]([OH:21])[C:16]([O:19][CH3:20])=[CH:17][C:18]=42)[N:8]([CH2:22][C:23]([CH3:30])=[CH:24][CH3:25])[CH2:7][CH2:6][C:5]3=[CH:4][C:3]=1[O:27][CH3:28] |f:2.3.4.5|. Reported procedure: 6.49 g. (16.9 mmol) (-)-7-Hydroxy-1-(3-hydroxy-4-methoxybenzyl)-6-methoxy-2-(3-methylbut-2-enyl)-1,2,3,4-tetrahydroisoquinoline are then reacted in 55 ml. trifluoroacetic acid and 55 ml. anhydrous methylene chloride with 2.3 ml. (4.23 g., 24.4 mmol) vanadium oxytrichloride at -10° C. in a manner analogous to that described in Example 1. The (+)-5,6,6a,7-tetrahydro-1,9-dihydroxy-2,10-dimethoxy-6-(2-methylbut-2-enyl)-4H-dibenzo(de,g)quinoline obtained upon working up can, without further purificat... Starting materials: C(C)(C)(C)OC(=O)NC=1SC=C(C1C(=O)OCC)C1CC1 (ethyl 2-t-butoxycarbonylamino-4-cyclopropylthiophene-3-carboxylate), C(C)(C)(C)OC(=O)N(C=1SC=C(C1C(=O)OCC)C1CC1)C(=O)OC(C)(C)C (ethyl 2-bis(t-butoxycarbonyl)amino-4-cyclopropylthiophene-3-carboxylate), [OH-].[K+] (potassium hydroxide). Solvent: CO (methanol), O (water). Run at temperature 60 celsius. Product: C(C)(C)(C)OC(=O)NC=1SC=C(C1C(=O)O)C1CC1 (2-t-butoxycarbonylamino-4-cyclopropylthiophene-3-carboxylic acid). Yield: 170.4%. Reaction SMILES: [C:1]([O:5][C:6]([NH:8][C:9]1[S:10][CH:11]=[C:12]([CH:19]2[CH2:21][CH2:20]2)[C:13]=1[C:14]([O:16]CC)=[O:15])=[O:7])([CH3:4])([CH3:3])[CH3:2].C(OC(N(C(OC(C)(C)C)=O)C1SC=C(C2CC2)C=1C(OCC)=O)=O)(C)(C)C.[OH-].[K+]>CO.O>[C:1]([O:5][C:6]([NH:8][C:9]1[S:10][CH:11]=[C:12]([CH:19]2[CH2:20][CH2:21]2)[C:13]=1[C:14]([OH:16])=[O:15])=[O:7])([CH3:4])([CH3:2])[CH3:3] |f:2.3|. Procedure: To a stirred mixture of ethyl 2-t-butoxycarbonylamino-4-cyclopropylthiophene-3-carboxylate (2.7 g, 8.7 mmol) and ethyl 2-bis(t-butoxycarbonyl)amino-4-cyclopropylthiophene-3-carboxylate (4.5 g, 10.9 mmol) in methanol (150 ml), a solution of potassium hydroxide (5.3 g, 95 mmol) in water (55 ml) was added. After heating at 60° C. for 6 h, the mixture was concentrated in vacuo and the residue taken up in water (50 ml) followed by acidification (pH=5) with acetic acid under cooling on ice. The precip... The reactants are CCO, Clc1ccc2c(c1)NCc1ccccc1O2, [H][H], [Na+], [OH-]. Yields the product c1ccc2c(c1)CNc1ccccc1O2. RXN SMILES: [CH3:21][CH2:22][OH:23].[Cl:1][c:2]1[cH:3][c:4]2[c:5]([cH:15][cH:16]1)[O:6][c:7]1[c:8]([cH:11][cH:12][cH:13][cH:14]1)[CH2:9][NH:10]2.[H:19][H:20].[Na+:18].[OH-:17]>>[cH:2]1[cH:3][c:4]2[c:5]([cH:15][cH:16]1)[O:6][c:7]1[c:8]([cH:11][cH:12][cH:13][cH:14]1)[CH2:9][NH:10]2. Reactants: C=1SC=C2NC3=C(NC(C21)=O)C=CC=C3 (4,9-dihydro-10H-thieno[3,4-b][1,5]benzodiazepin-10-one), C(CC)(=O)Cl (propionyl chloride). Procedure: A reaction mixture comprising 9.9 g. of 4,9-dihydro-10H-thieno[3,4-b][1,5]benzodiazepin-10-one and 4.7 g. (4.4 ml.) of propionyl chloride in 100 ml. of benzene is refluxed for 3 hours and allowed to stand overnight. The precipitate is collected, washed with benzene and dried. A 3 g. portion of this solid is heated to boiling in 125 ml. of ethyl acetate, filtered and the filtrate is cooled. The solid is collected, washed with hexane and dried giving the desired product, mp. 222°-224° C. RXN SMILES: [CH:1]1[S:2][CH:3]=[C:4]2[C:10]=1[C:9](=[O:11])[NH:8][C:7]1[CH:12]=[CH:13][CH:14]=[CH:15][C:6]=1[NH:5]2.[C:16](Cl)(=[O:19])[CH2:17][CH3:18]>C1C=CC=CC=1>[C:16]([N:5]1[C:6]2[CH:15]=[CH:14][CH:13]=[CH:12][C:7]=2[NH:8][C:9](=[O:11])[C:10]2=[CH:1][S:2][CH:3]=[C:4]12)(=[O:19])[CH2:17][CH3:18]. Run in C1=CC=CC=C1 (benzene). Conditions: time 8 hour. Product: C(CC)(=O)N1C=2C(C(NC3=C1C=CC=C3)=O)=CSC2 (4,9-Dihydro-4-propionyl-10H-thieno[3,4-b][1,5]benzodiazepin-10-one). Reactants: C(C)(C)(C)OC(N[C@H](C(=O)N(C)C)CC1=CC=C(C=C1)O)=O (tert-butyl[(1S)-2-(dimethylamino)-1-(4-hydroxy benzyl)-2-oxo ethyl]carbamate), C(=O)([O-])[O-].[K+].[K+] (K2CO3), C(C1=CC=CC=C1)Br (benzyl bromide), C(=O)(O)[O-].[Na+] (NaHCO3). Run in CN(C)C=O (DMF). Conditions: time 3 hour. Yields the product C(C)(C)(C)OC(N[C@H](C(=O)N(C)C)CC1=CC=C(C=C1)OCC1=CC=CC=C1)=O (tert-butyl[(1S)-1-[4-(benzyl oxy)benzyl]-2-(dimethylamino)-2-oxo ethyl]carbamate). Reaction SMILES: [C:1]([O:5][C:6](=[O:22])[NH:7][C@@H:8]([CH2:14][C:15]1[CH:20]=[CH:19][C:18]([OH:21])=[CH:17][CH:16]=1)[C:9]([N:11]([CH3:13])[CH3:12])=[O:10])([CH3:4])([CH3:3])[CH3:2].C([O-])([O-])=O.[K+].[K+].[CH2:29](Br)[C:30]1[CH:35]=[CH:34][CH:33]=[CH:32][CH:31]=1.C([O-])(O)=O.[Na+]>CN(C=O)C>[C:1]([O:5][C:6](=[O:22])[NH:7][C@@H:8]([CH2:14][C:15]1[CH:20]=[CH:19][C:18]([O:21][CH2:29][C:30]2[CH:35]=[CH:34][CH:33]=[CH:32][CH:31]=2)=[CH:17][CH:16]=1)[C:9]([N:11]([CH3:12])[CH3:13])=[O:10])([CH3:4])([CH3:2])[CH3:3] |f:1.2.3,5.6|. Procedure details: A solution of 2.62 g of the compound obtained in Step 86-1 in DMF (30 ml) was added sequentially 1.29 g of K2CO3 and benzyl bromide (1.1 ml), and the reaction mixture was stirred at room temperature for 3 hours. The solution was cooled on ice, then, a saturated aqueous solution of NaHCO3 was added, and the mixture was extracted with EtOAc. The combined organic layer was washed with water and saturated brine, dried over MgSO4, then, the drying agent was separated by filtration and the solvent was... Reactants: O(C1=CC=CC=C1)CCCOC1=CC2=C(C(C=C(O2)C#CC(=O)O)=O)C=C1 (3-[7-(3-Phenoxypropyloxy)-4-oxo-4H-1-benzopyran-2-yl]propiolic acid), N1=CC=CC2=CC=CC=C12 (quinoline). The reagents and catalysts are [Pd] (palladium). Run in C(C)O (ethanol). Yields the product O(C1=CC=CC=C1)CCCOC1=CC2=C(C(C=C(O2)C=CC(=O)O)=O)C=C1 (3-[7-(3-Phenoxypropyloxy)-4-oxo-4H-1-benzopyran-2-yl]acrylic acid). As a reaction SMILES: [O:1]([CH2:8][CH2:9][CH2:10][O:11][C:12]1[CH:27]=[CH:26][C:15]2[C:16](=[O:25])[CH:17]=[C:18]([C:20]#[C:21][C:22]([OH:24])=[O:23])[O:19][C:14]=2[CH:13]=1)[C:2]1[CH:7]=[CH:6][CH:5]=[CH:4][CH:3]=1.N1C2C(=CC=CC=2)C=CC=1>C(O)C.[Pd]>[O:1]([CH2:8][CH2:9][CH2:10][O:11][C:12]1[CH:27]=[CH:26][C:15]2[C:16](=[O:25])[CH:17]=[C:18]([CH:20]=[CH:21][C:22]([OH:24])=[O:23])[O:19][C:14]=2[CH:13]=1)[C:2]1[CH:3]=[CH:4][CH:5]=[CH:6][CH:7]=1. Procedure: 3-[7-(3-Phenoxypropyloxy)-4-oxo-4H-1-benzopyran-2-yl]propiolic acid (1 g) in ethanol was hydrogenated at atmospheric pressure in the presence of palladium on barium sulphate poisoned with quinoline. Isolation procedures yielded the title acrylic acid. Reactants: Cl.COC1=CC=C(C=C1)C=1CCCCNC1 (6-(4-methoxyphenyl)-2,3,4,5-tetrahydro-1H-azepine hydrochloride). The reagents and catalysts are [Pd] (Pd-C). The solvent is CO (methanol). Conditions: time 12 hour. The product is Cl.COC1=CC=C(C=C1)C1CNCCCC1 (3-(4-methoxyphenyl)azepane hydrochloride). Yield: 66.1%. Reaction SMILES: [ClH:1].[CH3:2][O:3][C:4]1[CH:9]=[CH:8][C:7]([C:10]2[CH2:11][CH2:12][CH2:13][CH2:14][NH:15][CH:16]=2)=[CH:6][CH:5]=1>CO.[Pd]>[ClH:1].[CH3:2][O:3][C:4]1[CH:5]=[CH:6][C:7]([CH:10]2[CH2:11][CH2:12][CH2:13][CH2:14][NH:15][CH2:16]2)=[CH:8][CH:9]=1 |f:0.1,4.5|. Procedure details: A mixture of 6-(4-methoxyphenyl)-2,3,4,5-tetrahydro-1H-azepine hydrochloride (0.3 g, 1.251 mmol) and 10% Pd-C (0.133 g, 1.251 mmol) in methanol (5 mL), was hydrogenated at 50 psi for 12 h. The reaction mixture was filtered through Celite and and concentrated to yield crude 3-(4-methoxyphenyl)azepane hydrochloride (0.2 g, 57%) as a black gum, used without further purification. LCMS: RT 0.62 min. LCMS (ES-API), m/z 206.1 (M+1). The reactants are BrC=1C=C(OC1)N1C(O[C@@]2(C1)CN1CCC2CC1)=O ((R)-3′-(4-bromofuran-2-yl)spiro[1-azabicyclo[2.2.2]octan-3,5′-oxazolidin]-2′-one), C(CCC)[Sn](C1=NC=CC=C1)(CCCC)CCCC (2-(tri-n-butylstannyl)pyridine). Product: N1=C(C=CC=C1)C=1C=C(OC1)N1C(O[C@@]2(C1)CN1CCC2CC1)=O ((R)-3′-[4-(2-Pyridyl)furan-2-yl]spiro[1-azabicyclo[2.2.2]octan-3,5′-oxazolidin]-2′-one). RXN SMILES: Br[C:2]1[CH:3]=[C:4]([N:7]2[CH2:11][C@:10]3([CH:16]4[CH2:17][CH2:18][N:13]([CH2:14][CH2:15]4)[CH2:12]3)[O:9][C:8]2=[O:19])[O:5][CH:6]=1.C([Sn](CCCC)(CCCC)[C:25]1[CH:30]=[CH:29][CH:28]=[CH:27][N:26]=1)CCC>>[N:26]1[CH:27]=[CH:28][CH:29]=[CH:30][C:25]=1[C:2]1[CH:3]=[C:4]([N:7]2[CH2:11][C@:10]3([CH:16]4[CH2:17][CH2:18][N:13]([CH2:14][CH2:15]4)[CH2:12]3)[O:9][C:8]2=[O:19])[O:5][CH:6]=1. Procedure details: The title compound was prepared by a method analog to that described in Example 14 from (R)-3′-(4-bromofuran-2-yl)spiro[1-azabicyclo[2.2.2]octan-3,5′-oxazolidin]-2′-one and 2-(tri-n-butylstannyl)pyridine. The title compound (20 mg) was obtained as a pale solid, m/z 326 (MH+). The reactants are CSC1=C(N)C=CC=C1 (2-methylthioaniline), C(CCC)SC1=C(N)C=CC=C1 (2-n-butylthioaniline), C(CC)SC1=CC=C(N)C=C1 (4-n-propylthioaniline). Product: CC1=C2CC(NC2=CC=C1)=S (4-Methylthiooxindole), CC1=CC=C2CC(NC2=C1)=S (6-methylthiooxindole), 7-Methylthio and 7-n-butylthiooxindoles, C(CC)C=1C=C2CC(NC2=CC1)=S (5-n-Propylthiooxindole). Reaction SMILES: [CH3:1][S:2][C:3]1[CH:9]=[CH:8][CH:7]=[CH:6][C:4]=1[NH2:5].[CH2:10]([S:14][C:15]1[CH:21]=[CH:20][CH:19]=[CH:18][C:16]=1[NH2:17])[CH2:11][CH2:12]C.[CH2:22]([S:25][C:26]1[CH:32]=[CH:31][C:29]([NH2:30])=[CH:28][CH:27]=1)[CH2:23]C>>[CH3:22][C:9]1[CH:8]=[CH:7][CH:6]=[C:4]2[C:3]=1[CH2:11][C:10](=[S:14])[NH:5]2.[CH3:1][C:19]1[CH:18]=[C:16]2[C:15]([CH2:23][C:22](=[S:25])[NH:17]2)=[CH:21][CH:20]=1.[CH2:10]([C:26]1[CH:27]=[C:28]2[C:29](=[CH:31][CH:32]=1)[NH:30][C:3](=[S:2])[CH2:4]2)[CH2:11][CH3:12]. Procedure details: 4-Methylthiooxindole and 6-methylthiooxindole are prepared according to the procedure of U.S. Pat. No. 4,006,161. 7-Methylthio and 7-n-butylthiooxindoles are prepared by using the same procedure starting with 2-methylthioaniline and 2-n-butylthioaniline, respectively. 5-n-Propylthiooxindole is prepared by the same synthetic route starting with 4-n-propylthioaniline. The reactants are Cc1nccnc1Br, ClCCl, [I-], [K+], COc1cc(N)c(Cl)cc1C(=O)NC1CCN(CCN)CC1OC, [NH4+], [OH-], O. Yields the product COc1cc(N)c(Cl)cc1C(=O)NC1CCN(CCNc2nccnc2C)CC1OC. Reaction SMILES: [Br:1][c:2]1[n:3][cH:4][cH:5][n:6][c:7]1[CH3:8].[Cl:37][CH2:38][Cl:39].[I-:10].[K+:9].[NH2:11][c:12]1[cH:13][c:14]([O:33][CH3:34])[c:15]([C:16](=[O:17])[NH:18][CH:19]2[CH:20]([O:28][CH3:29])[CH2:21][N:22]([CH2:25][CH2:26][NH2:27])[CH2:23][CH2:24]2)[cH:30][c:31]1[Cl:32].[NH4+:35].[OH-:36].[OH2:40]>>[c:2]1([NH:27][CH2:26][CH2:25][N:22]2[CH2:21][CH:20]([O:28][CH3:29])[CH:19]([NH:18][C:16]([c:15]3[c:14]([O:33][CH3:34])[cH:13][c:12]([NH2:11])[c:31]([Cl:32])[cH:30]3)=[O:17])[CH2:24][CH2:23]2)[n:3][cH:4][cH:5][n:6][c:7]1[CH3:8].